Dataset: the Open Reaction Database (ORD), a public repository of structured organic reaction records. Task: describe an organic reaction: reactants, conditions, products, and yield Reactants: [OH-].[Na+] (sodium hydroxide), C(C)OC1OC2=CC(=CC=C2CC1)OC (2-ethoxy-7-methoxychroman), C(C)#N (acetonitrile), Cl (hydrochloric acid). Run in O (water). Run at temperature 60 celsius, time 20 minute. Product: OC1OC2=CC(=CC=C2CC1)OC (2-hydroxy-7-methoxychroman). The yield is 80.9%. RXN SMILES: C([O:3][CH:4]1[CH2:13][CH2:12][C:11]2[C:6](=[CH:7][C:8]([O:14][CH3:15])=[CH:9][CH:10]=2)[O:5]1)C.C(#N)C.Cl.[OH-].[Na+]>O>[OH:3][CH:4]1[CH2:13][CH2:12][C:11]2[C:6](=[CH:7][C:8]([O:14][CH3:15])=[CH:9][CH:10]=2)[O:5]1 |f:3.4|. Reported procedure: A 500-milliliter egg plant type flask was charged with 5.14 g of 2-ethoxy-7-methoxychroman, 74 ml of acetonitrile and 25 ml of water, and 4.8 ml of a 35% hydrochloric acid aqueous solution was slowly added thereto dropwise at room temperature. The solution was stirred at 60° C. for 20 minutes, and then cooled to 20° C. The reaction solution was neutralized with 39 ml of a 5% sodium hydroxide aqueous solution, and the acetonitrile was removed by distillation in vacuo therefrom. The residue was ex... Starting materials: C(C)(C)OB(OC(C)C)OC(C)C (triisopropylborate), CCCCCC (hexane), C(CCC)[Li] (n-butyllithium), BrC1=CC=2C=CC3=CC(=CC=C3C2C=C1)C1=CC2=CC=CC=C2C=C1 (2-bromo-7-(naphthalene-2-yl)phenanthrene), Cl (hydrochloric acid). Run in C1CCOC1 (THF), C1(=CC=CC=C1)C (toluene). Reaction conditions: temperature 70 celsius. The product is C1=C(C=CC2=CC=CC=C12)C1=CC=C2C=3C=CC(=CC3C=CC2=C1)B(O)O (7-(naphthalene-2-yl)phenanthrene-2-ylboronic acid). Isolated yield 62.0%. RXN SMILES: Br[C:2]1[CH:15]=[CH:14][C:13]2[C:12]3[C:7](=[CH:8][C:9](C4C=CC5C(=CC=CC=5)C=4)=[CH:10][CH:11]=3)[CH:6]=[CH:5][C:4]=2[CH:3]=1.[CH3:26][CH2:27][CH2:28][CH2:29][CH2:30][CH3:31].[CH2:32]([Li])[CH2:33][CH2:34][CH3:35].C([O:40][B:41](OC(C)C)[O:42]C(C)C)(C)C.Cl>C1(C)C=CC=CC=1.C1COCC1>[CH:28]1[C:27]2[C:32](=[CH:33][CH:34]=[CH:35][CH:26]=2)[CH:31]=[CH:30][C:29]=1[C:9]1[CH:8]=[C:7]2[C:6]([C:5]3[CH:14]=[CH:15][C:2]([B:41]([OH:42])[OH:40])=[CH:3][C:4]=3[CH:13]=[CH:12]2)=[CH:11][CH:10]=1. Reported procedure: Under an argon gas atmosphere, a mixture of 15.0 g (39.1 mmol) of 2-bromo-7-(naphthalene-2-yl)phenanthrene and 150 mL of dehydrated THF was cooled down to minus 60 degree C. Then, 30.3 ml (46.7 mmol) of hexane solution of 1.55M n-butyllithium was dropped into the mixture while the mixture was being stirred. The reaction mixture was further stirred at minus 60 degrees for 2 hours. The reaction solution was again cooled down to minus 70 degrees C., and 22.08 g (117.4 mmol) of triisopropylborate wa... Starting materials: Cl.C(C)N=C=NCCCN(C)C (1-ethyl-3-(3-dimethylaminopropyl)carbodiimide hydrochloride), [Cl-].[NH4+] (ammonium chloride), C1(CCCCC1)C(C1=C(SC(=C1)C=1CCSCC1)CC)NC1=CC=C(C(=O)O)C=C1 (4-({cyclohexyl[5-(3,6-dihydro-2H-thiopyran-4-yl)-2-ethylthiophen-3-yl]methyl}amino)benzoic acid), CNCCC(=O)OCC (ethyl 3-(methylamino)propanoate), O.ON1N=NC2=C1C=CC=C2 (1-hydroxybenzotriazole monohydrate), [OH-].[Na+] (sodium hydroxide). Solvent: CN(C=O)C (N,N-dimethylformamide), C(C)N(CC)CC (triethylamine), C(C)O (ethanol), O1CCCC1 (tetrahydrofuran). Conditions: time 8 hour. Yields the product C1(CCCCC1)C(C1=C(SC(=C1)C=1CCSCC1)CC)NC1=CC=C(C=C1)C(=O)N(CCC(=O)O)C (3-[{[4-({cyclohexyl[5-(3,6-dihydro-2H-thiopyran-4-yl)-2-ethylthiophen-3-yl]methyl}amino)phenyl]carbonyl}(methyl)amino]propanoic acid). The yield is 53.5%. Reaction SMILES: [CH:1]1([CH:7]([NH:21][C:22]2[CH:30]=[CH:29][C:25]([C:26](O)=[O:27])=[CH:24][CH:23]=2)[C:8]2[CH:12]=[C:11]([C:13]3[CH2:14][CH2:15][S:16][CH2:17][CH:18]=3)[S:10][C:9]=2[CH2:19][CH3:20])[CH2:6][CH2:5][CH2:4][CH2:3][CH2:2]1.[CH3:31][NH:32][CH2:33][CH2:34][C:35]([O:37]CC)=[O:36].O.ON1C2C=CC=CC=2N=N1.Cl.C(N=C=NCCCN(C)C)C.[Cl-].[NH4+].[OH-].[Na+]>CN(C)C=O.C(O)C.O1CCCC1.C(N(CC)CC)C>[CH:1]1([CH:7]([NH:21][C:22]2[CH:30]=[CH:29][C:25]([C:26]([N:32]([CH3:31])[CH2:33][CH2:34][C:35]([OH:37])=[O:36])=[O:27])=[CH:24][CH:23]=2)[C:8]2[CH:12]=[C:11]([C:13]3[CH2:14][CH2:15][S:16][CH2:17][CH:18]=3)[S:10][C:9]=2[CH2:19][CH3:20])[CH2:6][CH2:5][CH2:4][CH2:3][CH2:2]1 |f:2.3,4.5,6.7,8.9|. Procedure: To a mixture of 4-({cyclohexyl[5-(3,6-dihydro-2H-thiopyran-4-yl)-2-ethylthiophen-3-yl]methyl}amino)benzoic acid (240 mg) synthesized in Example 266 (2), ethyl 3-(methylamino)propanoate (82.1 mg), 1-hydroxybenzotriazole monohydrate (95.9 mg) and triethylamine (87 μL) in N,N-dimethylformamide (10 mL) was added 1-ethyl-3-(3-dimethylaminopropyl)carbodiimide hydrochloride (120 mg), and the mixture was stirred at room temperature overnight. Saturated aqueous ammonium chloride solution was added to que... Procedure: To a clear solution of methyl 3-[(4-methoxyphenethyl)-(4-nitrobenzensulfonyl)-amino]-propionate in 5:1 methanol/ethyl acetate (4.2 mL/mmol) is added by portion palladium (10%) in charcoal solid (10% w/w), followed by ammonium formate (4 eq.). The resulting mixture is refluxed for 6 hours and filtered through a pad of celite. Filtrate is concentrated and partitioned between ethyl acetate and water. The organic layer is washed with brine, dried over sodium sulfate, filtered and concentrated to giv... RXN SMILES: [CH3:1][O:2][C:3]1[CH:29]=[CH:28][C:6]([CH2:7][CH2:8][N:9]([S:16]([C:19]2[CH:24]=[CH:23][C:22]([N+:25]([O-])=O)=[CH:21][CH:20]=2)(=[O:18])=[O:17])[CH2:10][CH2:11][C:12]([O:14][CH3:15])=[O:13])=[CH:5][CH:4]=1.CO.C(OCC)(=O)C.C([O-])=O.[NH4+]>C.[Pd]>[CH3:1][O:2][C:3]1[CH:4]=[CH:5][C:6]([CH2:7][CH2:8][N:9]([S:16]([C:19]2[CH:20]=[CH:21][C:22]([NH2:25])=[CH:23][CH:24]=2)(=[O:17])=[O:18])[CH2:10][CH2:11][C:12]([O:14][CH3:15])=[O:13])=[CH:28][CH:29]=1 |f:1.2,3.4|. The product is COC1=CC=C(CCN(CCC(=O)OC)S(=O)(=O)C2=CC=C(C=C2)N)C=C1 (methyl 3-[(4-methoxyphenethyl)-(4-aminobenzenesulfonyl)-amino]-propionate). Run in C (charcoal). The reactants are COC1=CC=C(CCN(CCC(=O)OC)S(=O)(=O)C2=CC=C(C=C2)[N+](=O)[O-])C=C1 (methyl 3-[(4-methoxyphenethyl)-(4-nitrobenzensulfonyl)-amino]-propionate), CO.C(C)(=O)OCC (methanol ethyl acetate), C(=O)[O-].[NH4+] (ammonium formate). Reagents/catalysts: [Pd] (palladium). The reactants are CC=1N=CC(=NC1)N1CCC(CC1)=O (1-(5-methyl-pyrazin-2-yl)-piperidin-4-one), C1(CC1)N (cyclopropylamine), Intermediate 4. Product: C1(CC1)NC1CCN(CC1)C1=NC=C(N=C1)C (Cyclopropyl-[1-(5-methyl-pyrazin-2-yl)-piperidin-4-yl]-amine). RXN SMILES: [CH3:1][C:2]1[N:3]=[CH:4][C:5]([N:8]2[CH2:13][CH2:12][C:11](=O)[CH2:10][CH2:9]2)=[N:6][CH:7]=1.[CH:15]1([NH2:18])[CH2:17][CH2:16]1>>[CH:15]1([NH:18][CH:11]2[CH2:12][CH2:13][N:8]([C:5]3[CH:4]=[N:3][C:2]([CH3:1])=[CH:7][N:6]=3)[CH2:9][CH2:10]2)[CH2:17][CH2:16]1. Procedure details: The title compound is prepared from 1-(5-methyl-pyrazin-2-yl)-piperidin-4-one and cyclopropylamine following a procedure analogous to that described in Intermediate 4. LC (method 7): tR=0.68 min; Mass spectrum (ESI+): m/z=233 [M+H]+. Starting materials: CC(O)(CO)CCCC(CI)C1CCC2C3CC=C4CC(OC5CCCCO5)CC(OC5CCCCO5)C4(C)C3CCC12C, C1CCOC1. Product: CC(CCCC(C)(O)CO)C1CCC2C3CC=C4CC(OC5CCCCO5)CC(OC5CCCCO5)C4(C)C3CCC12C. Reaction SMILES: [O:1]1[CH:2]([O:7][CH:8]2[CH2:9][CH:10]([O:38][CH:39]3[O:40][CH2:41][CH2:42][CH2:43][CH2:44]3)[CH2:11][C:12]3=[CH:13][CH2:14][CH:15]4[CH:16]5[CH2:17][CH2:18][CH:19]([CH:20]([CH2:21][CH2:22][CH2:23][C:24]([CH2:25][OH:26])([CH3:27])[OH:28])[CH2:29][I:30])[C:31]5([CH3:37])[CH2:32][CH2:33][CH:34]4[C:35]23[CH3:36])[CH2:3][CH2:4][CH2:5][CH2:6]1.[O:45]1[CH2:46][CH2:47][CH2:48][CH2:49]1>>[O:1]1[CH:2]([O:7][CH:8]2[CH2:9][CH:10]([O:38][CH:39]3[O:40][CH2:41][CH2:42][CH2:43][CH2:44]3)[CH2:11][C:12]3=[CH:13][CH2:14][CH:15]4[CH:16]5[CH2:17][CH2:18][CH:19]([CH:20]([CH2:21][CH2:22][CH2:23][C:24]([CH2:25][OH:26])([CH3:27])[OH:28])[CH3:29])[C:31]5([CH3:37])[CH2:32][CH2:33][CH:34]4[C:35]23[CH3:36])[CH2:3][CH2:4][CH2:5][CH2:6]1. Reactants: C1=CC=CC=C1 (benzene), C1(CCCCC1)=O (cyclohexanone), isobutylaldehyde, [OH-].[Na+] (sodium hydroxide), CO (methanol). The product is C(C(C)C)=C1C(CCCC1)=O (2-isobutylidene cyclohexanone). Yield: 37.0%. As a reaction SMILES: [C:1]1(=[O:7])[CH2:6][CH2:5][CH2:4][CH2:3][CH2:2]1.[OH-].[Na+].[CH:10]1[CH:15]=[CH:14]C=CC=1.[CH3:16]O>>[CH:16](=[C:2]1[CH2:3][CH2:4][CH2:5][CH2:6][C:1]1=[O:7])[CH:15]([CH3:14])[CH3:10] |f:1.2|. Reported procedure: While stirring a mixture of 52.5 g (0.536 mol) of cyclohexanone and 13.5 g (0.188 mol) of isobutylaldehyde, a solution prepared by dissolving 2.2 g of sodium hydroxide in 50 ml of methanol is dropwise added to the mixture at a temperature of from room temperature to 40° C., and reacted at room temperature for 2 hours. After the reaction, 20 ml of benzene was added, and the reaction mixture was washed three times with 100 ml of water. From the organic layer, benzene and unreacted cyclohexanone we...